Dataset: the Open Reaction Database (ORD), a public repository of structured organic reaction records. Task: describe an organic reaction: reactants, conditions, products, and yield Starting materials: Cl (HCl), [OH-].[K+] (KOH), C(C)OC(C1=C(C=C(C(=O)OCC)C(=C1)OCCCCCCCCCCOC(C)=O)OCCCCCCCCCCOC(C)=O)=O (diethyl-2,5-bis-(10-acetoxydecoxy)terephthalate). Solvent: O (water), C(C)O (ethanol). Product: OCCCCCCCCCCOC1=C(C(=O)O)C=C(C(=C1)C(=O)O)OCCCCCCCCCCO (2,5-bis-(10-hydroxydecoxy)terephthalic acid). As a reaction SMILES: [OH-].[K+].C([O:5][C:6](=[O:48])[C:7]1[CH:17]=[C:16]([O:18][CH2:19][CH2:20][CH2:21][CH2:22][CH2:23][CH2:24][CH2:25][CH2:26][CH2:27][CH2:28][O:29]C(=O)C)[C:10]([C:11]([O:13]CC)=[O:12])=[CH:9][C:8]=1[O:33][CH2:34][CH2:35][CH2:36][CH2:37][CH2:38][CH2:39][CH2:40][CH2:41][CH2:42][CH2:43][O:44]C(=O)C)C.Cl>O.C(O)C>[OH:44][CH2:43][CH2:42][CH2:41][CH2:40][CH2:39][CH2:38][CH2:37][CH2:36][CH2:35][CH2:34][O:33][C:8]1[CH:9]=[C:10]([C:11]([OH:13])=[O:12])[C:16]([O:18][CH2:19][CH2:20][CH2:21][CH2:22][CH2:23][CH2:24][CH2:25][CH2:26][CH2:27][CH2:28][OH:29])=[CH:17][C:7]=1[C:6]([OH:48])=[O:5] |f:0.1|. Reported procedure: A solution of 20.0 g (303 mmol) 85% aqueous KOH in 200 ml water is added to 38.0 g (58.4 mmol) diethyl-2,5-bis-(10-acetoxydecoxy)terephthalate in 200 ml ethanol and the whole is heated under reflux for 1.5 hours. 28.0 ml conc. HCl are then added dropwise with ice-cooling and stirring until the solution shows an acidic pH. The precipitated, colourless crude product is filtered off, washed neutral and recrystallized from ethanol and methanol/acetone. Reactants: NCC1CCCO1, CCN=C=NCCCN(C)C, CCOCC, O=C(O)c1ccc2c(C3CCCCC3)c3n(c2c1)CC(C(=O)N1CCC(N2CCOCC2)CC1)=Cc1ccccc1-3, CCN(C(C)C)C(C)C, ClCCl, Cl, On1nnc2ccccc21. Product: O=C(NCC1CCCO1)c1ccc2c(C3CCCCC3)c3n(c2c1)CC(C(=O)N1CCC(N2CCOCC2)CC1)=Cc1ccccc1-3. Reaction SMILES: [CH2:73]([CH:74]1[CH2:75][CH2:76][CH2:77][O:78]1)[NH2:79].[CH3:52][N:53]([CH3:54])[CH2:55][CH2:56][CH2:57][N:58]=[C:59]=[N:60][CH2:61][CH3:62].[CH3:83][CH2:84][O:85][CH2:86][CH3:87].[CH:1]1([c:7]2[c:8]3[cH:9][cH:10][c:11]([C:39](=[O:40])[OH:41])[cH:12][c:13]3[n:14]3[c:15]2-[c:16]2[c:17]([cH:35][cH:36][cH:37][cH:38]2)[CH:18]=[C:19]([C:21](=[O:22])[N:23]2[CH2:24][CH2:25][CH:26]([N:29]4[CH2:30][CH2:31][O:32][CH2:33][CH2:34]4)[CH2:27][CH2:28]2)[CH2:20]3)[CH2:2][CH2:3][CH2:4][CH2:5][CH2:6]1.[CH:42]([N:43]([CH2:44][CH3:45])[CH:46]([CH3:47])[CH3:48])([CH3:49])[CH3:50].[Cl:80][CH2:81][Cl:82].[ClH:51].[OH:63][n:64]1[c:65]2[cH:66][cH:67][cH:68][cH:69][c:70]2[n:71][n:72]1>>[CH:1]1([c:7]2[c:8]3[cH:9][cH:10][c:11]([C:39](=[O:40])[NH:79][CH2:73][CH:74]4[CH2:75][CH2:76][CH2:77][O:78]4)[cH:12][c:13]3[n:14]3[c:15]2-[c:16]2[c:17]([cH:35][cH:36][cH:37][cH:38]2)[CH:18]=[C:19]([C:21](=[O:22])[N:23]2[CH2:24][CH2:25][CH:26]([N:29]4[CH2:30][CH2:31][O:32][CH2:33][CH2:34]4)[CH2:27][CH2:28]2)[CH2:20]3)[CH2:2][CH2:3][CH2:4][CH2:5][CH2:6]1. Starting materials: N1=CC(=CC=C1)N (3-Pyridinamine), C(CCl)Cl (EDC), C=1C=CC2=C(C1)N=NN2O (HOBT), C(C)N1CCOCC1 (N-ethylmorpholine), FC1=CC=C(C=C1)COC1=C(C(=O)O)C=C(C=C1)C=O (2-{[(4-fluorophenyl)methyl]oxy}-5-formylbenzoic acid). As a reaction SMILES: [N:1]1[CH:6]=[CH:5][CH:4]=[C:3]([NH2:7])[CH:2]=1.C(Cl)CCl.C1C=CC2N(O)N=NC=2C=1.C(N1CCOCC1)C.[F:30][C:31]1[CH:36]=[CH:35][C:34]([CH2:37][O:38][C:39]2[CH:47]=[CH:46][C:45]([CH:48]=[O:49])=[CH:44][C:40]=2[C:41](O)=[O:42])=[CH:33][CH:32]=1>CN(C)C=O>[F:30][C:31]1[CH:36]=[CH:35][C:34]([CH2:37][O:38][C:39]2[CH:47]=[CH:46][C:45]([CH:48]=[O:49])=[CH:44][C:40]=2[C:41]([NH:7][C:3]2[CH:2]=[N:1][CH:6]=[CH:5][CH:4]=2)=[O:42])=[CH:33][CH:32]=1. Product: FC1=CC=C(C=C1)COC1=C(C(=O)NC=2C=NC=CC2)C=C(C=C1)C=O (2-{[(4-Fluorophenyl)methyl]oxy}-5-formyl-N-3-pyridinylbenzamide). Solvent: CN(C=O)C (N,N-dimethylformamide). Run at time 4 hour. Reported procedure: 3-Pyridinamine (0.52 g, 5.47 mmol), EDC (0.84 g, 4.38 mmol), HOBT (0.89 g, 5.83 mmol) and N-ethylmorpholine (0.92 ml, 7.29 mmol) were added to a solution of 2-{[(4-fluorophenyl)methyl]oxy}-5-formylbenzoic acid (may be prepared by Description 105; 1 g, 3.65 mmol) in N,N-dimethylformamide (25 ml), and the mixture was stirred at room temperature for 4 h. The N,N-dimethylformamide was evaporated on a buchi. Saturated aqueous sodium hydrogen carbonate (50 ml) and ethyl acetate (100 ml) were added to ... Product: CCC1(CC)OC(=O)N(C)c2ccc(Nc3ccc(C#N)c(F)c3)cc21. RXN SMILES: [Br:18][c:19]1[cH:20][c:21]([F:27])[c:22]([C:23]#[N:24])[cH:25][cH:26]1.[NH2:1][c:2]1[cH:3][cH:4][c:5]2[c:6]([cH:17]1)[C:7]([CH2:13][CH3:14])([CH2:15][CH3:16])[O:8][C:9](=[O:12])[N:10]2[CH3:11]>>[NH:1]([c:2]1[cH:3][cH:4][c:5]2[c:6]([cH:17]1)[C:7]([CH2:13][CH3:14])([CH2:15][CH3:16])[O:8][C:9](=[O:12])[N:10]2[CH3:11])[c:19]1[cH:20][c:21]([F:27])[c:22]([C:23]#[N:24])[cH:25][cH:26]1. Starting materials: N#Cc1ccc(Br)cc1F, CCC1(CC)OC(=O)N(C)c2ccc(N)cc21.